From a dataset of the Open Reaction Database (ORD), a public repository of structured organic reaction records. describe an organic reaction: reactants, conditions, products, and yield The reactants are FC=1C=C(C=CC1NC(C=C)=O)C1=C(C=CC=C1)S(=O)(=O)C (N-(3-Fluoro-2′-methanesulfonyl-biphenyl-4-yl)-acrylamide), [N+](=[N-])=CC(=O)OCC (ethyl diazoacetate). The solvent is C(C)(=O)OCC (ethyl acetate). Conditions: temperature 60 celsius. The product is C(C)OC(=O)C1=NNC(C1)C(NC1=C(C=C(C=C1)C1=C(C=CC=C1)S(=O)(=O)C)F)=O (5-(3-Fluoro-2′-methanesulfonyl-biphenyl-4-ylcarbamoyl)-4,5-dihydro-1H-pyrazole-3-carboxylic acid ethyl ester). RXN SMILES: [F:1][C:2]1[CH:3]=[C:4]([C:13]2[CH:18]=[CH:17][CH:16]=[CH:15][C:14]=2[S:19]([CH3:22])(=[O:21])=[O:20])[CH:5]=[CH:6][C:7]=1[NH:8][C:9](=[O:12])[CH:10]=[CH2:11].[N+:23](=[CH:25][C:26]([O:28][CH2:29][CH3:30])=[O:27])=[N-:24]>C(OCC)(=O)C>[CH2:29]([O:28][C:26]([C:25]1[CH2:11][CH:10]([C:9](=[O:12])[NH:8][C:7]2[CH:6]=[CH:5][C:4]([C:13]3[CH:18]=[CH:17][CH:16]=[CH:15][C:14]=3[S:19]([CH3:22])(=[O:21])=[O:20])=[CH:3][C:2]=2[F:1])[NH:24][N:23]=1)=[O:27])[CH3:30]. Reported procedure: To N-(3-Fluoro-2′-methanesulfonyl-biphenyl-4-yl)-acrylamide (4.47 g) in ethyl acetate (150 ml) was added ethyl diazoacetate (1.5 equiv.) and the mixture heated at 60° C. for 24 hours. Evaporated and then columned: eluant 10-100 EtOAc in hexane. Collected 5-(3-fluoro-2′-methanesulfonyl-biphenyl-4-ylcarbamoyl)-4,5-dihydro-1H-pyrazole-3-carboxylic acid ethyl ester (1.67 g) The reactants are aqueous solution, [OH-].[Na+] (NaOH), C(C1=CC=CC=C1)(=O)NC(=S)N[C@](CCO)(C)C1=C(C=C(C(=C1)Br)F)F ((S)-1-benzoyl-3-[1-(5-bromo-2,4-difluoro-phenyl)-3-hydroxy-1-methyl-propyl]-thiourea), Cl (HCl), Cl (HCl). Run in O1CCOCC1 (1,4-dioxane). Reaction conditions: temperature 100 celsius, time 20 hour. Yields the product BrC=1C(=CC(=C(C1)[C@]1(N=C(SCC1)N)C)F)F ((S)-4-(5-bromo-2,4-difluorophenyl)-4-methyl-5,6-dihydro-4H-1,3-thiazin-2-amine). The yield is 57.0%. RXN SMILES: C([NH:9][C:10]([NH:12][C@@:13]([C:18]1[CH:23]=[C:22]([Br:24])[C:21]([F:25])=[CH:20][C:19]=1[F:26])([CH3:17])[CH2:14][CH2:15]O)=[S:11])(=O)C1C=CC=CC=1.Cl.[OH-].[Na+]>O1CCOCC1>[Br:24][C:22]1[C:21]([F:25])=[CH:20][C:19]([F:26])=[C:18]([C@:13]2([CH3:17])[CH2:14][CH2:15][S:11][C:10]([NH2:9])=[N:12]2)[CH:23]=1 |f:2.3|. Reported procedure: To a solution of (S)-1-benzoyl-3-[1-(5-bromo-2,4-difluoro-phenyl)-3-hydroxy-1-methyl-propyl]-thiourea (41 g, 68 mmoles) in 1,4-dioxane (20 mL) is added an aqueous solution of HCl (5 N, 407 mL, 2.0 moles, 30 equiv). The resulting suspension is warmed to 100° C. After stirring for 20 h, the reaction is concentrated under reduced pressure. The resulting mixture is treated with an aqueous solution of HCl (5 N, 407 mL, 2.0 moles) and stirred at 100° C. for 18 h. The suspension is cooled to 10° C. and...